Task: describe an organic reaction: reactants, conditions, products, and yield. Dataset: the Open Reaction Database (ORD), a public repository of structured organic reaction records The reactants are C1CNCCN1, Clc1nc(N2CCOCC2)c2nc(Cl)c(N3CCOCC3)nc2n1, C1COCCO1. Yields the product Clc1nc2c(N3CCOCC3)nc(N3CCNCC3)nc2nc1N1CCOCC1. Reaction SMILES: [CH2:25]1[CH2:26][NH:27][CH2:28][CH2:29][NH:30]1.[Cl:1][c:2]1[n:3][c:4]2[n:5][c:6]([N:19]3[CH2:20][CH2:21][O:22][CH2:23][CH2:24]3)[c:7]([Cl:18])[n:8][c:9]2[c:10]([N:12]2[CH2:13][CH2:14][O:15][CH2:16][CH2:17]2)[n:11]1.[O:31]1[CH2:32][CH2:33][O:34][CH2:35][CH2:36]1>>[c:2]1([N:27]2[CH2:26][CH2:25][NH:30][CH2:29][CH2:28]2)[n:3][c:4]2[n:5][c:6]([N:19]3[CH2:20][CH2:21][O:22][CH2:23][CH2:24]3)[c:7]([Cl:18])[n:8][c:9]2[c:10]([N:12]2[CH2:13][CH2:14][O:15][CH2:16][CH2:17]2)[n:11]1. The reactants are solution, C(=O)(Cl)Cl (phosgene), C1(=CC=CC=C1)C (toluene), OC=1C(=NC=CC1)C(=O)O (3-hydroxypyridine-2-carboxylic acid), C(C)(C)N(CC)C(C)C (diisopropylethylamine), ClC1=CC=C(C=C1)CCN (2-(4-chlorophenyl)ethylamine). Solvent: CCOCC (ether), C1CCOC1 (THF), C1CCOC1 (THF). Conditions: temperature -20 celsius, time 90 minute. The product is ClC1=CC=C(C=C1)CCNC(=O)C1=NC=CC=C1O (N-(2-(4-CHLOROPHENYL)ETHYL)-3-HYDROXYPYRIDINE-2-CARBOXAMIDE). Yield: 70.5%. Reaction SMILES: [OH:1][C:2]1[C:3]([C:8]([OH:10])=O)=[N:4][CH:5]=[CH:6][CH:7]=1.C(Cl)(Cl)=O.C1(C)C=CC=CC=1.C(N(C(C)C)CC)(C)C.[Cl:31][C:32]1[CH:37]=[CH:36][C:35]([CH2:38][CH2:39][NH2:40])=[CH:34][CH:33]=1>C1COCC1.CCOCC>[Cl:31][C:32]1[CH:37]=[CH:36][C:35]([CH2:38][CH2:39][NH:40][C:8]([C:3]2[C:2]([OH:1])=[CH:7][CH:6]=[CH:5][N:4]=2)=[O:10])=[CH:34][CH:33]=1. Procedure details: A stirred mixture of 3-hydroxypyridine-2-carboxylic acid (1.39 g, 0.01 mol) in dry THF (60 mL) under argon was cooled to −20° C. To this was added all at once a 20% solution of phosgene in toluene (5.1 g, 0.01 mol) and the resulting mixture was stirred for 90 minutes while the temperature slowly rose to 0° C. The reaction mixture was then recooled to −20° C. and a solution of diisopropylethylamine (2.58 g, 0.02 mol) in THF (20 mL) was added dropwise over 30 minutes. After the addition was comple... The reactants are B, C1CCOC1, CSC, NS(=O)(=O)c1cc2c(s1)S(=O)(=O)CC(=O)N2. Product: NS(=O)(=O)c1cc2c(s1)S(=O)(=O)CCN2. Reaction SMILES: [BH3:4].[CH2:21]1[O:22][CH2:23][CH2:24][CH2:25]1.[CH3:1][S:2][CH3:3].[O:5]=[C:6]1[NH:7][c:8]2[c:9]([s:14][c:15]([S:17]([NH2:18])(=[O:19])=[O:20])[cH:16]2)[S:10](=[O:12])(=[O:13])[CH2:11]1>>[CH2:6]1[NH:7][c:8]2[c:9]([s:14][c:15]([S:17]([NH2:18])(=[O:19])=[O:20])[cH:16]2)[S:10](=[O:12])(=[O:13])[CH2:11]1. Reactants: CS(=O)(=O)c1cccc(N)c1, ClCCl, ClCCl, Cl, O=N[O-], [Na+], [Na+], [OH-], O, O. Product: CS(=O)(=O)c1cccc(O)c1. RXN SMILES: [CH3:2][S:3](=[O:4])(=[O:5])[c:6]1[cH:7][c:8]([NH2:12])[cH:9][cH:10][cH:11]1.[Cl:15][CH2:16][Cl:17].[Cl:23][CH2:24][Cl:25].[ClH:1].[N:18](=[O:19])[O-:20].[Na+:14].[Na+:21].[OH-:13].[OH2:22].[OH2:26]>>[CH3:2][S:3](=[O:4])(=[O:5])[c:6]1[cH:7][c:8]([OH:19])[cH:9][cH:10][cH:11]1. The reactants are [BH4-], Cc1ccc(S(=O)(=O)N2CC3CC(=O)C3C2)cc1, CCO, ClCCl, [Na+]. Product: Cc1ccc(S(=O)(=O)N2CC3CC(O)C3C2)cc1. Reaction SMILES: [BH4-:22].[CH3:1][c:2]1[cH:3][cH:4][c:5]([S:8](=[O:9])(=[O:10])[N:11]2[CH2:12][CH:13]3[CH2:14][C:15](=[O:18])[CH:16]3[CH2:17]2)[cH:6][cH:7]1.[CH3:24][CH2:25][OH:26].[Cl:19][CH2:20][Cl:21].[Na+:23]>>[CH3:1][c:2]1[cH:3][cH:4][c:5]([S:8](=[O:9])(=[O:10])[N:11]2[CH2:12][CH:13]3[CH2:14][CH:15]([OH:18])[CH:16]3[CH2:17]2)[cH:6][cH:7]1.